Dataset: the Open Reaction Database (ORD), a public repository of structured organic reaction records. Task: describe an organic reaction: reactants, conditions, products, and yield The reactants are C=CCOC(=O)C(N1C(=O)C(C(CO[SiH](C)C)C(C)(C)C)C1CC(=O)C1=CCN(C(=O)OCC=C)CC1)=P(c1ccccc1)(c1ccccc1)c1ccccc1, Cc1ccccc1. Product: C=CCOC(=O)C1=C(C2=CCN(C(=O)OCC=C)CC2)CC2C(C(CO[SiH](C)C)C(C)(C)C)C(=O)N12. Reaction SMILES: [CH2:1]([CH:2]=[CH2:3])[O:4][C:5](=[O:6])[N:7]1[CH2:8][CH2:9][C:10]([C:13]([CH2:14][CH:15]2[CH:16]([CH:46]([CH2:47][O:48][SiH:49]([CH3:50])[CH3:51])[C:52]([CH3:53])([CH3:54])[CH3:55])[C:17](=[O:45])[N:18]2[C:19]([C:20](=[O:21])[O:22][CH2:23][CH:24]=[CH2:25])=[P:27]([c:28]2[cH:29][cH:30][cH:31][cH:32][cH:33]2)([c:34]2[cH:35][cH:36][cH:37][cH:38][cH:39]2)[c:40]2[cH:41][cH:42][cH:43][cH:44][cH:56]2)=[O:26])=[CH:11][CH2:12]1.[CH3:57][c:58]1[cH:59][cH:60][cH:61][cH:62][cH:63]1>>[CH2:1]([CH:2]=[CH2:3])[O:4][C:5](=[O:6])[N:7]1[CH2:8][CH2:9][C:10]([C:13]2=[C:19]([C:20](=[O:21])[O:22][CH2:23][CH:24]=[CH2:25])[N:18]3[CH:15]([CH2:14]2)[CH:16]([CH:46]([CH2:47][O:48][SiH:49]([CH3:50])[CH3:51])[C:52]([CH3:53])([CH3:54])[CH3:55])[C:17]3=[O:45])=[CH:11][CH2:12]1. Starting materials: CC(=O)O, CC(=O)OC(C)=O, CN(C)C=Nc1cccc(Cl)c1, ClCCl, O, O=[N+]([O-])O. Product: CN(C)C=Nc1ccc([N+](=O)[O-])c(Cl)c1. As a reaction SMILES: [C:25]([OH:26])(=[O:27])[CH3:28].[CH3:17][C:18]([O:19][C:20]([CH3:21])=[O:22])=[O:23].[CH3:1][N:2]([CH3:3])[CH:4]=[N:5][c:6]1[cH:7][c:8]([Cl:12])[cH:9][cH:10][cH:11]1.[Cl:29][CH2:30][Cl:31].[OH2:24].[OH:13][N+:14]([O-:15])=[O:16]>>[CH3:1][N:2]([CH3:3])[CH:4]=[N:5][c:6]1[cH:7][c:8]([Cl:12])[c:9]([N+:14](=[O:13])[O-:15])[cH:10][cH:11]1. Starting materials: O=C([O-])O, Cc1cc(C)c2c(c1O)C(=NO)C(c1ccccc1)C2, CC(=O)O, [Na+], O. Yields the product Cc1cc(C)c2c(c1O)C(N)C(c1ccccc1)C2. Reaction SMILES: [C:21](=[O:22])([OH:23])[O-:24].[CH3:1][c:2]1[c:3]2[c:7]([c:8]([OH:12])[c:9]([CH3:11])[cH:10]1)[C:6](=[N:13][OH:14])[CH:5]([c:15]1[cH:16][cH:17][cH:18][cH:19][cH:20]1)[CH2:4]2.[CH3:26][C:27](=[O:28])[OH:29].[Na+:25].[OH2:30]>>[CH3:1][c:2]1[c:3]2[c:7]([c:8]([OH:12])[c:9]([CH3:11])[cH:10]1)[CH:6]([NH2:13])[CH:5]([c:15]1[cH:16][cH:17][cH:18][cH:19][cH:20]1)[CH2:4]2. Starting materials: O=P12OP3(=O)OP(=O)(O1)OP(=O)(O2)O3 (phosphorous pentoxide), CS(=O)(=O)O (methane sulphonic acid), COC=1C=C(C=CC1)CCC1=C(C(=O)O)C=CC=C1 (2-[2-(3-methoxy-phenyl)-ethyl]-benzoic Acid). Run in ice water. Conditions: temperature 80 celsius. Product: COC1=CC2=C(C(C3=C(CC2)C=CC=C3)=O)C=C1 (2-methoxy-10,11-dihydro-dibenzo[a,d]cyclohepten-5-one). The yield is 100.0%. RXN SMILES: O=P12OP3(OP(OP(O3)(O1)=O)(=O)O2)=O.CS(O)(=O)=O.[CH3:20][O:21][C:22]1[CH:23]=[C:24]([CH2:28][CH2:29][C:30]2[CH:38]=[CH:37][CH:36]=[CH:35][C:31]=2[C:32]([OH:34])=O)[CH:25]=[CH:26][CH:27]=1>>[CH3:20][O:21][C:22]1[CH:27]=[CH:26][C:25]2[C:32](=[O:34])[C:31]3[CH:35]=[CH:36][CH:37]=[CH:38][C:30]=3[CH2:29][CH2:28][C:24]=2[CH:23]=1. Procedure details: To 5 g of phosphorous pentoxide was added 50 ml of methane sulphonic acid. The mixture was heated to 80° C. for 1 hour. The reaction mixture was brought down to 40° C. and 3 g (11.7 mmol) of 2 was added as solid. The mixture was heated at 40° C. for 1 hour and cooled down to room temperature. The reaction mixture was poured into 300 ml of ice/water and extracted with 200 ml of ethyl acetate. The organic layer was washed with 2×150 ml of water, 2×150 ml of saturated NaHCO3 and 100 ml of water. Th... The reactants are C=O, COC(=O)c1ccc(C=C(C)c2ccc3c(c2)C(C)(C)CCN3)cc1, O=CO, Cl. The product is COC(=O)c1ccc(C=C(C)c2ccc3c(c2)C(C)(C)CCN3C)cc1. Reaction SMILES: [CH2:26]=[O:27].[CH3:1][C:2]1([CH3:25])[CH2:3][CH2:4][NH:5][c:6]2[cH:7][cH:8][c:9]([C:12](=[CH:13][c:14]3[cH:15][cH:16][c:17]([C:18](=[O:19])[O:20][CH3:21])[cH:22][cH:23]3)[CH3:24])[cH:10][c:11]21.[CH:29]([OH:30])=[O:31].[ClH:28]>>[CH3:1][C:2]1([CH3:25])[CH2:3][CH2:4][N:5]([CH3:26])[c:6]2[cH:7][cH:8][c:9]([C:12](=[CH:13][c:14]3[cH:15][cH:16][c:17]([C:18](=[O:19])[O:20][CH3:21])[cH:22][cH:23]3)[CH3:24])[cH:10][c:11]21. Reactants: C(C1=CC=CC=C1)N1C2CC(CC1C(C2)O)C#N (8-benzyl-6-hydroxy-8-azabicyclo[3.2.1]octane-3-carbonitrile), CC(=O)OI1(C=2C=CC=CC2C(=O)O1)(OC(=O)C)OC(=O)C (Dess-Martin reagent). The solvent is C(Cl)Cl (DCM). Conditions: time 8 hour. The product is C(C1=CC=CC=C1)N1C2CC(CC1C(C2)=O)C#N (8-benzyl-6-oxo-8-azabicyclo[3.2.1]octane-3-carbonitrile), crude product. As a reaction SMILES: [CH2:1]([N:8]1[CH:13]2[CH:14]([OH:16])[CH2:15][CH:9]1[CH2:10][CH:11]([C:17]#[N:18])[CH2:12]2)[C:2]1[CH:7]=[CH:6][CH:5]=[CH:4][CH:3]=1.CC(OI1(OC(C)=O)(OC(C)=O)OC(=O)C2C=CC=CC1=2)=O>C(Cl)Cl>[CH2:1]([N:8]1[CH:13]2[C:14](=[O:16])[CH2:15][CH:9]1[CH2:10][CH:11]([C:17]#[N:18])[CH2:12]2)[C:2]1[CH:3]=[CH:4][CH:5]=[CH:6][CH:7]=1. Reported procedure: 0.8 g of nitrile 150b was dissolved in 10 ml of DCM. Then 3 eq of Dess-Martin reagent was added to the solution and stirred at room temperature overnight. The mixture was filtered and the filtrate was concentrated to give 8-benzyl-6-oxo-8-azabicyclo[3.2.1]octane-3-carbonitrile 150c as a crude product (0.9 g), which was used in the next step without further purification. Reactants: NC1=C(C(=O)O)C=C(C=C1)Cl (2-amino-5-chlorobenzoic acid), NCCC[C@@H]1CN(C(O1)=O)C=1C=CC2=C(NC(CS2)=O)C1 (6-[(R)-5-(3-amino-propyl)-2-oxo-oxazolidin-3-yl]-4H-benzo[1,4]thiazin-3-one). Product: NC1=C(C(=O)NCCC[C@@H]2CN(C(O2)=O)C=2C=CC3=C(NC(CS3)=O)C2)C=C(C=C1)Cl (2-amino-5-chloro-N-{3-[(R)-2-oxo-3-(3-oxo-3,4-dihydro-2H-benzo[1,4]thiazin-6-yl)-oxazolidin-5-yl]-propyl}-benzamide). Yield: 73.0%. RXN SMILES: [NH2:1][C:2]1[CH:10]=[CH:9][C:8]([Cl:11])=[CH:7][C:3]=1[C:4]([OH:6])=O.[NH2:12][CH2:13][CH2:14][CH2:15][C@H:16]1[O:20][C:19](=[O:21])[N:18]([C:22]2[CH:23]=[CH:24][C:25]3[S:30][CH2:29][C:28](=[O:31])[NH:27][C:26]=3[CH:32]=2)[CH2:17]1>>[NH2:1][C:2]1[CH:10]=[CH:9][C:8]([Cl:11])=[CH:7][C:3]=1[C:4]([NH:12][CH2:13][CH2:14][CH2:15][C@H:16]1[O:20][C:19](=[O:21])[N:18]([C:22]2[CH:23]=[CH:24][C:25]3[S:30][CH2:29][C:28](=[O:31])[NH:27][C:26]=3[CH:32]=2)[CH2:17]1)=[O:6]. Procedure details: Starting from 2-amino-5-chlorobenzoic acid and 6-[(R)-5-(3-amino-propyl)-2-oxo-oxazolidin-3-yl]-4H-benzo[1,4]thiazin-3-one (described in WO 2010/041219) and using Procedure D, the title compound was obtained as a beige solid (158 mg; 73% yield).